This data is from the Open Reaction Database (ORD), a public repository of structured organic reaction records. The task is: describe an organic reaction: reactants, conditions, products, and yield The reactants are CCOC(=O)N1CCc2cc(Br)sc2CC1, CN(C)C=O, CCOC(C)=O, CC1(C)OB(c2cnc(N)c(-c3nnnn3-c3cccc(F)c3F)c2)OC1(C)C, [Na+], O=C([O-])O. The product is CCOC(=O)N1CCc2cc(-c3cnc(N)c(-c4nnnn4-c4cccc(F)c4F)c3)sc2CC1. RXN SMILES: [Br:30][c:31]1[cH:32][c:33]2[c:39]([s:40]1)[CH2:38][CH2:37][N:36]([C:41](=[O:42])[O:43][CH2:44][CH3:45])[CH2:35][CH2:34]2.[CH3:51][N:52]([CH3:53])[CH:54]=[O:55].[CH3:56][CH2:57][O:58][C:59](=[O:60])[CH3:61].[F:1][c:2]1[c:3](-[n:9]2[n:10][n:11][n:12][c:13]2-[c:14]2[c:15]([NH2:29])[n:16][cH:17][c:18]([B:20]3[O:21][C:22]([CH3:23])([CH3:24])[C:25]([CH3:26])([CH3:27])[O:28]3)[cH:19]2)[cH:4][cH:5][cH:6][c:7]1[F:8].[Na+:50].[O-:46][C:47]([OH:48])=[O:49]>>[F:1][c:2]1[c:3](-[n:9]2[n:10][n:11][n:12][c:13]2-[c:14]2[c:15]([NH2:29])[n:16][cH:17][c:18](-[c:31]3[cH:32][c:33]4[c:39]([s:40]3)[CH2:38][CH2:37][N:36]([C:41](=[O:42])[O:43][CH2:44][CH3:45])[CH2:35][CH2:34]4)[cH:19]2)[cH:4][cH:5][cH:6][c:7]1[F:8]. Reactants: N1=NN(C2=NC=CC=C21)OC(=O)C2=C(NC(=C2C)\C=C\2/C(NC1=CC=C(C=C21)S(=O)(=O)CC2=C(C=CC=C2Cl)Cl)=O)C (5-[5-(2,6-dichloro-phenylmethanesulfonyl)-2-oxo-1,2-dihydro-indol-(3Z)-ylidenemethyl]-2,4-dimethyl-1H-pyrrole-3-carboxylic acid [1,2,3]triazolo[4,5-b]pyridin-3-yl ester), CN (methylamine). Run in CC(=O)N(C)C (DMA). Conditions: time 2 hour. Yields the product CNC(=O)C1=C(NC(=C1C)\C=C\1/C(NC2=CC=C(C=C12)S(=O)(=O)CC1=C(C=CC=C1Cl)Cl)=O)C (5-[5-(2,6-Dichloro-phenylmethanesulfonyl)-2-oxo-1,2-dihydro-indol-(3Z)-ylidenemethyl]-2,4-dimethyl-1H-pyrrole-3-carboxylic acid methylamide). Reaction SMILES: N1C2C(=NC=CC=2)N([O:10][C:11]([C:13]2[C:17]([CH3:18])=[C:16](/[CH:19]=[C:20]3\[C:21](=[O:41])[NH:22][C:23]4[C:28]\3=[CH:27][C:26]([S:29]([CH2:32][C:33]3[C:38]([Cl:39])=[CH:37][CH:36]=[CH:35][C:34]=3[Cl:40])(=[O:31])=[O:30])=[CH:25][CH:24]=4)[NH:15][C:14]=2[CH3:42])=O)N=1.[CH3:43][NH2:44]>CC(N(C)C)=O>[CH3:43][NH:44][C:11]([C:13]1[C:17]([CH3:18])=[C:16](/[CH:19]=[C:20]2\[C:21](=[O:41])[NH:22][C:23]3[C:28]\2=[CH:27][C:26]([S:29]([CH2:32][C:33]2[C:34]([Cl:40])=[CH:35][CH:36]=[CH:37][C:38]=2[Cl:39])(=[O:30])=[O:31])=[CH:25][CH:24]=3)[NH:15][C:14]=1[CH3:42])=[O:10]. Procedure details: To a solution of 5-[5-(2,6-dichloro-phenylmethanesulfonyl)-2-oxo-1,2-dihydro-indol-(3Z)-ylidenemethyl]-2,4-dimethyl-1H-pyrrole-3-carboxylic acid [1,2,3]triazolo[4,5-b]pyridin-3-yl ester (100 mg, 0.162 mmol) in DMA (2 mL) was added methylamine (2 eq.). The mixture was stirred at rt for 2 hours. The reaction was concentrated, diluted with DCM, washed with sat. NaHCO3 and water, concentrated and triturated with methanol to give the titled compound as a yellow solid. Starting materials: C=CCN, CO[SiH](C)OC, CCO, [Pt], c1ccc2c(c1)[nH]c1ccccc12. Yields the product CO[Si](C)(CCCN)OC. Reaction SMILES: [CH2:1]([CH:2]=[CH2:3])[NH2:4].[CH3:18][SiH:19]([O:20][CH3:21])[O:22][CH3:23].[CH3:25][CH2:26][OH:27].[Pt:24].[cH:5]1[c:6]2[nH:7][c:8]3[c:9]([cH:10][cH:11][cH:12][cH:13]3)[c:14]2[cH:15][cH:16][cH:17]1>>[CH2:1]([CH2:2][CH2:3][Si:19]([CH3:18])([O:20][CH3:21])[O:22][CH3:23])[NH2:4]. Starting materials: BrC1=CC=C(CN2C(=C(C3=CC(=CC=C23)OC)CCC(=O)O)C)C=C1 (3-[1-(p-Bromobenzyl)-5-methoxy-2-methylindol-3-yl)propanoic acid), [N+](=[N-])=C (diazomethane). Reported procedure: To a solution of the compound from Example 1 (75 mg, 0.19 mmol) in 10 mL EtOAc was added ethereal diazomethane solution until a yellow colour persisted. The solution was concentrated in vacuo and crystalized from ether/hexanes to provide 67 mg of the title compound. Product: BrC1=CC=C(CN2C(=C(C3=CC(=CC=C23)OC)CCC(=O)OC)C)C=C1 (Methyl 3-[1-(p-bromobenzyl)-5-methoxy-2-methylindol-3-yl)propanoate). Run in CCOC(=O)C (EtOAc). As a reaction SMILES: [Br:1][C:2]1[CH:25]=[CH:24][C:5]([CH2:6][N:7]2[C:15]3[C:10](=[CH:11][C:12]([O:16][CH3:17])=[CH:13][CH:14]=3)[C:9]([CH2:18][CH2:19][C:20]([OH:22])=[O:21])=[C:8]2[CH3:23])=[CH:4][CH:3]=1.[N+](=[CH2:28])=[N-]>CCOC(C)=O>[Br:1][C:2]1[CH:25]=[CH:24][C:5]([CH2:6][N:7]2[C:15]3[C:10](=[CH:11][C:12]([O:16][CH3:17])=[CH:13][CH:14]=3)[C:9]([CH2:18][CH2:19][C:20]([O:22][CH3:28])=[O:21])=[C:8]2[CH3:23])=[CH:4][CH:3]=1. RXN SMILES: Br[C:2]1[CH:3]=[CH:4][C:5]2[O:14][CH2:13][CH2:12][C:11]3[S:10][C:9]([C:15]4[N:16]([CH:20]([CH3:22])[CH3:21])[N:17]=[CH:18][N:19]=4)=[N:8][C:7]=3[C:6]=2[CH:23]=1.[F:24][C:25]1[C:30](B(O)O)=[CH:29][CH:28]=[CH:27][N:26]=1>>[F:24][C:25]1[C:30]([C:2]2[CH:3]=[CH:4][C:5]3[O:14][CH2:13][CH2:12][C:11]4[S:10][C:9]([C:15]5[N:16]([CH:20]([CH3:22])[CH3:21])[N:17]=[CH:18][N:19]=5)=[N:8][C:7]=4[C:6]=3[CH:23]=2)=[CH:29][CH:28]=[CH:27][N:26]=1. The product is FC1=NC=CC=C1C=1C=CC2=C(C=3N=C(SC3CCO2)C=2N(N=CN2)C(C)C)C1 (9-(2-Fluoro-pyridin-3-yl)-2-(2-isopropyl-2H-[1,2,4]triazol-3-yl)-4,5-dihydro-6-oxa-3-thia-1-aza-benzo[e]azulene). Reactants: BrC=1C=CC2=C(C=3N=C(SC3CCO2)C=2N(N=CN2)C(C)C)C1 (9-Bromo-2-(2-isopropyl-2H-[1,2,4]triazol-3-yl)-4,5-dihydro-6-oxa-3-thia-1-aza-benzo[e]azulene), FC1=NC=CC=C1B(O)O (2-fluoropyridin-3-ylboronic acid). Reported procedure: Following the procedure for 128, 9-Bromo-2-(2-isopropyl-2H-[1,2,4]triazol-3-yl)-4,5-dihydro-6-oxa-3-thia-1-aza-benzo[e]azulene from Example 6 and 2-fluoropyridin-3-ylboronic acid were reacted to give 306. MS (ESI(+)): m/z 408.1 (M+H). The solvent is CC(=O)C (acetone). Reagents/catalysts: [O-2].[Cr+3].[O-2].[O-2].[Cr+3] (chromium oxide). Yield: 50.5%. Reactants: C1(CC1)C(O)C=1C(=NC=NC1Cl)Cl (cyclopropyl-(4,6-dichloro-pyrimidin-5-yl)-methanol). Procedure: Add chromium oxide (VI) (5.84 g, 58.4 mmoles) portion wise to cyclopropyl-(4,6-dichloro-pyrimidin-5-yl)-methanol (4.0 g, 18.2 mmoles) in 80.0 mL acetone at 0° C. and stirr for 30 min at 0° C. Next add isopropyl alcohol to quench the excess reagent and stir for another 15 min at room temperature. Cool to 0° C. and pour onto sat. NaHCO3 solution. Filter through Celite® bed, extract with ethyl acetate (3×50 mL), and wash the combined organic layers with saturated aqueous sodium chloride. Dry and co... Reaction SMILES: [CH:1]1([CH:4]([C:6]2[C:7]([Cl:13])=[N:8][CH:9]=[N:10][C:11]=2[Cl:12])[OH:5])[CH2:3][CH2:2]1>CC(C)=O.[O-2].[Cr+3].[O-2].[O-2].[Cr+3]>[CH:1]1([C:4]([C:6]2[C:7]([Cl:13])=[N:8][CH:9]=[N:10][C:11]=2[Cl:12])=[O:5])[CH2:2][CH2:3]1 |f:2.3.4.5.6|. Conditions: time 30 minute. Product: C1(CC1)C(=O)C=1C(=NC=NC1Cl)Cl (Cyclopropyl-(4,6-dichloro-pyrimidin-5-yl)-methanone). Reactants: [BH4-], CCO, [Na+], O, Cc1cc(C)c(C(=O)c2cccc(-n3ccnc3)c2)c(C)c1. Yields the product Cc1cc(C)c(C(O)c2cccc(-n3ccnc3)c2)c(C)c1. RXN SMILES: [BH4-:23].[CH3:25][CH2:26][OH:27].[Na+:24].[OH2:28].[n:1]1(-[c:6]2[cH:7][c:8]([C:9](=[O:10])[c:11]3[c:12]([CH3:19])[cH:13][c:14]([CH3:18])[cH:15][c:16]3[CH3:17])[cH:20][cH:21][cH:22]2)[cH:2][n:3][cH:4][cH:5]1>>[n:1]1(-[c:6]2[cH:7][c:8]([CH:9]([OH:10])[c:11]3[c:12]([CH3:19])[cH:13][c:14]([CH3:18])[cH:15][c:16]3[CH3:17])[cH:20][cH:21][cH:22]2)[cH:2][n:3][cH:4][cH:5]1. Reactants: C(C)(C)(C)OC(=O)NC(C(=O)NC1[C@@H]2N(C(=C(CS2)C=CC(=O)OC(C)(C)C)C(=O)OC(C)(C)C)C1=O)C1=CC=CC=C1 (tert-butyl 7-(2'-tert-butoxycarbonylamino-2'-phenylacetamido)-3-(2'-tert-butoxycarbonylvinyl)-3-cephem-4-carboxylate). Run in C(=O)O (formic acid). Reaction conditions: time 1 hour. The product is NC(C(=O)NC1[C@@H]2N(C(=C(CS2)C=CC(=O)O)C(=O)O)C1=O)C1=CC=CC=C1 (7-(2'-amino-2'-phenylacetamido)-3-(2'-carboxyvinyl)-3-cephem-4-carboxylic acid). Reaction SMILES: C(OC([NH:8][CH:9]([C:38]1[CH:43]=[CH:42][CH:41]=[CH:40][CH:39]=1)[C:10]([NH:12][CH:13]1[C:36](=[O:37])[N:15]2[C:16]([C:29]([O:31]C(C)(C)C)=[O:30])=[C:17]([CH:20]=[CH:21][C:22]([O:24]C(C)(C)C)=[O:23])[CH2:18][S:19][C@H:14]12)=[O:11])=O)(C)(C)C>C(O)=O>[NH2:8][CH:9]([C:38]1[CH:39]=[CH:40][CH:41]=[CH:42][CH:43]=1)[C:10]([NH:12][CH:13]1[C:36](=[O:37])[N:15]2[C:16]([C:29]([OH:31])=[O:30])=[C:17]([CH:20]=[CH:21][C:22]([OH:24])=[O:23])[CH2:18][S:19][C@H:14]12)=[O:11]. Reported procedure: A solution of 25 mg. of tert-butyl 7-(2'-tert-butoxycarbonylamino-2'-phenylacetamido)-3-(2'-tert-butoxycarbonylvinyl)-3-cephem-4-carboxylate, prepared as described in Example 19, in 5 cc of 98-100 percent formic acid was allowed to stand for 1 hour at room temperature. After evaporating under reduced pressure the formic acid, the acid residue was taken up in trifluoroacetic acid and the NMR spectrum was taken. The trifluoroacetic acid was removed under reduced pressure and the acid residue showe... Starting materials: Cl (hydrogen chloride), [Cu]C#N (Copper(I)cyanide), BrC1=C(N=CNC1=O)C(F)(F)F (5-bromo-4-trifluoromethylpyrimidin-6-one), C(C)OC(C)=O (ethylacetate). Solvent: C(C)OCC (diethyl ether), C(C)O (ethanol), C(C)(=O)O (acetic acid), C(C)(=O)O (acetic acid), O (water), N1=CC=CC2=CC=CC=C12 (quinoline). Yields the product C(#N)C1=C(N=CNC1=O)C(F)(F)F (5-cyano-4-trifluoromethyl-pyrimidin-6-one). Reaction SMILES: [Cu][C:2]#[N:3].Br[C:5]1[C:10](=[O:11])[NH:9][CH:8]=[N:7][C:6]=1[C:12]([F:15])([F:14])[F:13].C(OC(=O)C)C.Cl>N1C2C(=CC=CC=2)C=CC=1.C(O)(=O)C.O.C(O)C.C(OCC)C>[C:2]([C:5]1[C:10](=[O:11])[NH:9][CH:8]=[N:7][C:6]=1[C:12]([F:15])([F:14])[F:13])#[N:3]. Procedure: Copper(I)cyanide (80 mg) was added to a solution of 5-bromo-4-trifluoromethylpyrimidin-6-one (150 mg) in quinoline (5 ml). The reaction mixture was then heated to the reflux temperature for a period of 3 hours. After cooling to the ambient temperature, the reaction mixture was pured into dilute agueous acetic acid, and extracted into ethyl acetate. After drying, evaporation of the solvent under reduced pressure gave a brown oil, which was subjected to chromatography on silica gel plates using et...